From a dataset of the Open Reaction Database (ORD), a public repository of structured organic reaction records. describe an organic reaction: reactants, conditions, products, and yield The reactants are C1(CCCCC1)N(C(NC=1SC(=CN1)SCC(=O)O)=O)CCC1=CC=CC=C1 ([2-(3-cyclohexyl-3-phenethyl-ureido)-thiazol-5-ylsulfanyl]-acetic acid), C1(CCCCC1)=O (cyclohexanone), CC(CCN)C (3-methylbutylamine), C(C)OC(C(C)(C)SC1=CN=C(S1)N)=O (2-(2-amino-thiazol-5-ylsulfanyl)-2-methyl-propionic acid ethyl ester). Yields the product C1(CCCCC1)N(C(NC=1SC(=CN1)SC(C(=O)O)(C)C)=O)CCC(C)C (2-{2-[3-Cyclohexyl-3-(3-methyl-butyl)-ureido]-thiazol-5-ylsulfanyl}-2-methyl-propionic acid). RXN SMILES: [CH:1]1([N:7]([CH2:21][CH2:22][C:23]2[CH:28]=CC=C[CH:24]=2)[C:8](=[O:20])NC2SC(SCC(O)=O)=CN=2)[CH2:6][CH2:5][CH2:4][CH2:3][CH2:2]1.C1(=O)CCCCC1.CC(C)CCN.C([O:44][C:45](=[O:56])[C:46]([S:49][C:50]1[S:54][C:53]([NH2:55])=[N:52][CH:51]=1)([CH3:48])[CH3:47])C>>[CH:1]1([N:7]([CH2:21][CH2:22][CH:23]([CH3:28])[CH3:24])[C:8](=[O:20])[NH:55][C:53]2[S:54][C:50]([S:49][C:46]([CH3:47])([CH3:48])[C:45]([OH:44])=[O:56])=[CH:51][N:52]=2)[CH2:6][CH2:5][CH2:4][CH2:3][CH2:2]1. Reported procedure: Prepared as described for the synthesis of [2-(3-cyclohexyl-3-phenethyl-ureido)-thiazol-5-ylsulfanyl]-acetic acid, from cyclohexanone, 3-methylbutylamine and 2-(2-amino-thiazol-5-ylsulfanyl)-2-methyl-propionic acid ethyl ester. The reactants are CS(=O)(=O)Cl, CCN(C(C)C)C(C)C, COc1ccc(-n2nnnc2C(F)(F)F)cc1CN1CC2CNCCN2C(C(c2ccccc2)c2ccccc2)C1, ClCCl, Cl, Cl, Cl. The product is COc1ccc(-n2nnnc2C(F)(F)F)cc1CN1CC2CN(S(C)(=O)=O)CCN2C(C(c2ccccc2)c2ccccc2)C1, Cl, Cl. Reaction SMILES: [CH3:1][S:2]([Cl:3])(=[O:4])=[O:5].[CH:50]([N:51]([CH2:52][CH3:53])[CH:54]([CH3:55])[CH3:56])([CH3:57])[CH3:58].[CH:9]([c:10]1[cH:11][cH:12][cH:13][cH:14][cH:15]1)([c:16]1[cH:17][cH:18][cH:19][cH:20][cH:21]1)[CH:22]1[CH2:23][N:24]([CH2:32][c:33]2[c:34]([O:48][CH3:49])[cH:35][cH:36][c:37](-[n:39]3[n:40][n:41][n:42][c:43]3[C:44]([F:45])([F:46])[F:47])[cH:38]2)[CH2:25][CH:26]2[N:27]1[CH2:28][CH2:29][NH:30][CH2:31]2.[Cl:59][CH2:60][Cl:61].[ClH:6].[ClH:7].[ClH:8]>>[CH3:1][S:2](=[O:4])(=[O:5])[N:30]1[CH2:29][CH2:28][N:27]2[CH:22]([CH:9]([c:10]3[cH:11][cH:12][cH:13][cH:14][cH:15]3)[c:16]3[cH:17][cH:18][cH:19][cH:20][cH:21]3)[CH2:23][N:24]([CH2:32][c:33]3[c:34]([O:48][CH3:49])[cH:35][cH:36][c:37](-[n:39]4[n:40][n:41][n:42][c:43]4[C:44]([F:45])([F:46])[F:47])[cH:38]3)[CH2:25][CH:26]2[CH2:31]1.[ClH:3].[ClH:6]. Reactants: CCCCO, Cl, [K+], [K+], O=C([O-])[O-], BrCCCOc1ccccc1, c1ccc(Cc2ccccc2C2CCNCC2)cc1. Yields the product c1ccc(Cc2ccccc2C2CCN(CCCOc3ccccc3)CC2)cc1. As a reaction SMILES: [CH2:38]([OH:39])[CH2:40][CH2:41][CH3:42].[ClH:1].[K+:21].[K+:22].[O-:23][C:24]([O-:25])=[O:26].[O:27]([c:28]1[cH:29][cH:30][cH:31][cH:32][cH:33]1)[CH2:34][CH2:35][CH2:36][Br:37].[c:2]1([CH2:8][c:9]2[c:10]([CH:15]3[CH2:16][CH2:17][NH:18][CH2:19][CH2:20]3)[cH:11][cH:12][cH:13][cH:14]2)[cH:3][cH:4][cH:5][cH:6][cH:7]1>>[c:2]1([CH2:8][c:9]2[c:10]([CH:15]3[CH2:16][CH2:17][N:18]([CH2:36][CH2:35][CH2:34][O:27][c:28]4[cH:29][cH:30][cH:31][cH:32][cH:33]4)[CH2:19][CH2:20]3)[cH:11][cH:12][cH:13][cH:14]2)[cH:3][cH:4][cH:5][cH:6][cH:7]1. Starting materials: [Al+3], CC(CCO)(C[N+](=O)[O-])SCc1ccccc1, CCO, [H-], [H-], [H-], [H-], [Li+], C1CCOC1, O. Product: CC(CN)(CCO)SCc1ccccc1. As a reaction SMILES: [Al+3:2].[CH2:7]([c:8]1[cH:9][cH:10][cH:11][cH:12][cH:13]1)[S:14][C:15]([CH2:16][CH2:17][OH:18])([CH2:19][N+:20]([O-:21])=[O:22])[CH3:23].[CH3:24][CH2:25][OH:26].[H-:1].[H-:4].[H-:5].[H-:6].[Li+:3].[O:28]1[CH2:29][CH2:30][CH2:31][CH2:32]1.[OH2:27]>>[CH2:7]([c:8]1[cH:9][cH:10][cH:11][cH:12][cH:13]1)[S:14][C:15]([CH2:16][CH2:17][OH:18])([CH2:19][NH2:20])[CH3:23]. Reactants: [Al+3], [H-], [H-], [H-], [H-], [Li+], N#Cc1cccc(-c2nc(N3CCOCC3)nc3c2CCN3c2ccncc2)c1, C1CCOC1, O. Yields the product NCc1cccc(-c2nc(N3CCOCC3)nc3c2CCN3c2ccncc2)c1. RXN SMILES: [Al+3:31].[H-:30].[H-:33].[H-:34].[H-:35].[Li+:32].[O:1]1[CH2:2][CH2:3][N:4]([c:7]2[n:8][c:9](-[c:22]3[cH:23][c:24]([C:25]#[N:26])[cH:27][cH:28][cH:29]3)[c:10]3[c:11]([n:12]2)[N:13]([c:16]2[cH:17][cH:18][n:19][cH:20][cH:21]2)[CH2:14][CH2:15]3)[CH2:5][CH2:6]1.[O:37]1[CH2:38][CH2:39][CH2:40][CH2:41]1.[OH2:36]>>[O:1]1[CH2:2][CH2:3][N:4]([c:7]2[n:8][c:9](-[c:22]3[cH:23][c:24]([CH2:25][NH2:26])[cH:27][cH:28][cH:29]3)[c:10]3[c:11]([n:12]2)[N:13]([c:16]2[cH:17][cH:18][n:19][cH:20][cH:21]2)[CH2:14][CH2:15]3)[CH2:5][CH2:6]1. Reactants: [BH4-], COC1CCC(OC)O1, Nc1ccc2c(c1)CC(=O)NC2=O, [Na+], O=C(O)C(F)(F)F. The product is O=C1Cc2cc(N3CCCC3)ccc2C(=O)N1. As a reaction SMILES: [BH4-:23].[CH3:14][O:15][CH:16]1[CH2:20][CH2:19][CH:18]([O:17][CH3:21])[O:22]1.[NH2:1][c:2]1[cH:3][c:4]2[c:9]([cH:10][cH:11]1)[C:8](=[O:12])[NH:7][C:6](=[O:13])[CH2:5]2.[Na+:24].[OH:25][C:26]([C:27]([F:28])([F:29])[F:30])=[O:31]>>[N:1]1([c:2]2[cH:3][c:4]3[c:9]([cH:10][cH:11]2)[C:8](=[O:12])[NH:7][C:6](=[O:13])[CH2:5]3)[CH2:16][CH2:20][CH2:19][CH2:18]1.